Dataset: the Open Reaction Database (ORD), a public repository of structured organic reaction records. Task: describe an organic reaction: reactants, conditions, products, and yield Reactants: C(C=C)C1=C(C(=CC=C1)CC=C)O (2,6-diallylphenol), IC (Iodomethane), C(C=C)C1=C(C(=CC=C1)CC=C)O (2,6-Diallylphenol), C1(=CC=CC=C1)O (phenol). Run in CO (methanol), [OH-].[Na+] (sodium hydroxide), ClC1=C(C=CC=C1)Cl (o-dichlorobenzene), O (water), CO (methanol). Conditions: time 8 hour. The product is C(C=C)C1=C(C(=CC=C1)CC=C)OC (2,6-diallylanisole). RXN SMILES: [CH2:1]([C:4]1[CH:9]=[CH:8][CH:7]=[C:6]([CH2:10][CH:11]=[CH2:12])[C:5]=1[OH:13])[CH:2]=[CH2:3].[C:14]1(O)C=CC=CC=1.IC>ClC1C=CC=CC=1Cl.CO.[OH-].[Na+].O>[CH2:10]([C:6]1[CH:7]=[CH:8][CH:9]=[C:4]([CH2:1][CH:2]=[CH2:3])[C:5]=1[O:13][CH3:14])[CH:11]=[CH2:12] |f:5.6|. Procedure details: 2,6-Diallylphenol was prepared via reacting 2-allylphenol with an allyl halide to form 2-allylphenyl ether. Refluxing the latter in o-dichlorobenzene for 24–48 hrs. gave 2,6-diallylphenol. The desired phenol was purified by distillation, bp 91–92 C(1 mm). MS m/z 174 (M+ calcd for C12H14O=174). H NMR (300 MHz, CDCl3), d 3.48 (d, 4, CH2), 5.15–5.38 (m, 4,vinyl), 5.98–6.18 (m, 2, CH vinyl), 6.85–7.15 (m, 3 aromatic). 2,6-Diallylphenol (5.2 g, 0.03 mol) was diluted with methanol (50 ml) and sodium h...